Dataset: the Open Reaction Database (ORD), a public repository of structured organic reaction records. Task: describe an organic reaction: reactants, conditions, products, and yield The reactants are COC([C@@H](NC(C(C)OC=1C=CC(=C2C=CC=NC12)C=C1C(NC2=CC=CC=C12)=O)=O)C)=O (N-{2-[5-(2-oxindol-3-ylidenemethyl)quinol-8-yloxy]propionyl} alanine methyl ester), [OH-].[Na+] (sodium hydroxide), 4h. Solvent: C1CCOC1 (THF), C1CCOC1 (THF). Yields the product [Na+].N1C(C(C2=CC=CC=C12)=CC1=C2C=CC=NC2=C(C=C1)OC(C(=O)N[C@@H](C)C(=O)[O-])C)=O (N-{2-[5-(2-oxindol-3-ylidenemethyl)quinol-8-yloxy]propionyl} alanine sodium salt). Procedure: To a solution of N-{2-[5-(2-oxindol-3-ylidenemethyl)quinol-8-yloxy]propionyl} alanine methyl ester (50 mg, 0.11 mmol) in THF (10 ml) was added dropwise 2N sodium hydroxide (0.1 ml) at 0-50° C. After 4h stirring at room temperature THF (100 ml) was added, the organic layer washed 3 times with saturated sodium chloride solution, dried over magnesium sulfate and concentrated under vacuum. The residue was taken up in 5% sodium bicarbonate (10 ml) and chromatographed on a LoBar RP18 column using as e... As a reaction SMILES: C[O:2][C:3](=[O:33])[C@H:4]([CH3:32])[NH:5][C:6](=[O:31])[CH:7]([O:9][C:10]1[CH:11]=[CH:12][C:13]([CH:20]=[C:21]2[C:29]3[C:24](=[CH:25][CH:26]=[CH:27][CH:28]=3)[NH:23][C:22]2=[O:30])=[C:14]2[C:19]=1[N:18]=[CH:17][CH:16]=[CH:15]2)[CH3:8].[OH-].[Na+:35]>C1COCC1>[Na+:35].[NH:23]1[C:24]2[C:29](=[CH:28][CH:27]=[CH:26][CH:25]=2)[C:21](=[CH:20][C:13]2[CH:12]=[CH:11][C:10]([O:9][CH:7]([CH3:8])[C:6]([NH:5][C@H:4]([C:3]([O-:33])=[O:2])[CH3:32])=[O:31])=[C:19]3[C:14]=2[CH:15]=[CH:16][CH:17]=[N:18]3)[C:22]1=[O:30] |f:1.2,4.5|. Reactants: O=C(Cl)C(=O)Cl, Cl, NCCCCCCNC(=O)N1c2ccccc2CCc2ccccc21, O=C(O)C=Cc1cccnc1. The product is O=C(C=Cc1cccnc1)NCCCCCCNC(=O)N1c2ccccc2CCc2ccccc21. As a reaction SMILES: [Cl:12][C:13]([C:14]([Cl:15])=[O:16])=[O:17].[ClH:18].[cH:19]1[cH:20][cH:21][cH:22][c:23]2[c:29]1[CH2:28][CH2:27][c:26]1[c:25]([cH:33][cH:32][cH:31][cH:30]1)[N:24]2[C:34](=[O:35])[NH:36][CH2:37][CH2:38][CH2:39][CH2:40][CH2:41][CH2:42][NH2:43].[n:1]1[cH:2][c:3]([CH:7]=[CH:8][C:9](=[O:10])[OH:11])[cH:4][cH:5][cH:6]1>>[n:1]1[cH:2][c:3]([CH:7]=[CH:8][C:9](=[O:11])[NH:43][CH2:42][CH2:41][CH2:40][CH2:39][CH2:38][CH2:37][NH:36][C:34]([N:24]2[c:23]3[cH:22][cH:21][cH:20][cH:19][c:29]3[CH2:28][CH2:27][c:26]3[c:25]2[cH:33][cH:32][cH:31][cH:30]3)=[O:35])[cH:4][cH:5][cH:6]1. The product is ClC1=CC=C(C=C1)C1=C(C=2N(N(C1=O)CC1=CC=C(C#N)C=C1)C(NN2)=O)C2=CC=NC=C2 (4-((7-(4-chlorophenyl)-3,6-dioxo-8-(pyridin-4-yl)-2,3-dihydro-[1,2,4]triazolo[4,3-b]pyridazin-5(6H)-yl)methyl)benzonitrile). Run in CN(C)C=O (DMF), C(C)(=O)OCC (ethyl acetate). Isolated yield 40.1%. Reactants: ClC1=CC=C(C=C1)C1=C(C=2N(NC1=O)C(NN2)=O)C2=CC=NC=C2 (7-(4-chlorophenyl)-8-(pyridin-4-yl)-[1,2,4]triazolo[4,3-b]pyridazine-3,6(2H,5H)-dione), C(=O)([O-])[O-].[K+].[K+] (K2CO3), BrCC1=CC=C(C#N)C=C1 (4-(bromomethyl)benzonitrile). Procedure details: To the solution of 7-(4-chlorophenyl)-8-(pyridin-4-yl)-[1,2,4]triazolo[4,3-b]pyridazine-3,6(2H,5H)-dione (8 mg, 0.023 mmol), prepared as described in Example 9 in DMF (0.3 ml) was added K2CO3 (5 mg, 0.036 mmol) followed by 4-(bromomethyl)benzonitrile (5 mg, 0.025 mmol). After 15 min, the reaction mixture was diluted with ethyl acetate. The resultant solution was then washed with water. The organic layer was dried over Na2SO4, filtered and concentrated under reduced pressure. The crude product wa... Reaction conditions: time 15 minute. As a reaction SMILES: [Cl:1][C:2]1[CH:7]=[CH:6][C:5]([C:8]2[C:13](=[O:14])[NH:12][N:11]3[C:15](=[O:18])[NH:16][N:17]=[C:10]3[C:9]=2[C:19]2[CH:24]=[CH:23][N:22]=[CH:21][CH:20]=2)=[CH:4][CH:3]=1.C([O-])([O-])=O.[K+].[K+].Br[CH2:32][C:33]1[CH:40]=[CH:39][C:36]([C:37]#[N:38])=[CH:35][CH:34]=1>CN(C=O)C.C(OCC)(=O)C>[Cl:1][C:2]1[CH:7]=[CH:6][C:5]([C:8]2[C:13](=[O:14])[N:12]([CH2:32][C:33]3[CH:40]=[CH:39][C:36]([C:37]#[N:38])=[CH:35][CH:34]=3)[N:11]3[C:15](=[O:18])[NH:16][N:17]=[C:10]3[C:9]=2[C:19]2[CH:24]=[CH:23][N:22]=[CH:21][CH:20]=2)=[CH:4][CH:3]=1 |f:1.2.3|. The reactants are ClC1=CC=C(C=C1)C1=CC=C(C=C1)C(CCC(=O)O)=NO (4-(4′-chloro-biphenyl-4-yl)-4-hydroxyimino-butyric acid), sulfonic acid monohydrate. Solvent: C1(=CC=CC=C1)C (toluene), ClCCl (dichloromethane). Product: ClC1=CC=C(C=C1)C1=CC=C(C=C1)C1=NOC(CC1)=O (3-(4′-chloro-biphenyl-4-yl)-4,5-dihydro-6-oxo-6H-1,2-oxazine). Yield: 31.5%. As a reaction SMILES: [Cl:1][C:2]1[CH:7]=[CH:6][C:5]([C:8]2[CH:13]=[CH:12][C:11]([C:14](=[N:20][OH:21])[CH2:15][CH2:16][C:17]([OH:19])=O)=[CH:10][CH:9]=2)=[CH:4][CH:3]=1>C1(C)C=CC=CC=1.ClCCl>[Cl:1][C:2]1[CH:3]=[CH:4][C:5]([C:8]2[CH:9]=[CH:10][C:11]([C:14]3[CH2:15][CH2:16][C:17](=[O:19])[O:21][N:20]=3)=[CH:12][CH:13]=2)=[CH:6][CH:7]=1. Procedure: A stirred suspension of 4-(4′-chloro-biphenyl-4-yl)-4-hydroxyimino-butyric acid (2.126 g, 0.00700 mol) and 4-methylphenyl)sulfonic acid monohydrate (0.067 g, 0.00035 mol) in toluene (22 mL) was heated under nitrogen at reflux over a Dean-Stark trap for 7 hours, and allowed to cool. The volatiles were rotary evaporated. The residue was dissolved/suspended in dichloromethane and chromatographed on silica gel (221 g, 230-400 mesh), eluting with dichloromethane (20×200 mL) to give 0.63 g of 3-(4′-ch... Reactants: BrC1=CC=2N(C=C1)N=C(N2)NC2CCN(CC2)C2=NC(=NS2)C ((7-bromo-[1,2,4]triazolo[1,5-a]pyridin-2-yl)-[1-(3-methyl-[1,2,4]thiadiazol-5-yl)-piperidin-4-yl]-amine), C1(=CC=CC=C1)B(O)O (phenyl boronic acid). The product is CC1=NSC(=N1)N1CCC(CC1)NC1=NN2C(C=C(C=C2)C2=CC=CC=C2)=N1 (N-(1-(3-Methyl-1,2,4-thiadiazol-5-yl)piperidin-4-yl)-7-phenyl-[1,2,4]triazolo[1,5-a]pyridin-2-amine). As a reaction SMILES: Br[C:2]1[CH:7]=[CH:6][N:5]2[N:8]=[C:9]([NH:11][CH:12]3[CH2:17][CH2:16][N:15]([C:18]4[S:22][N:21]=[C:20]([CH3:23])[N:19]=4)[CH2:14][CH2:13]3)[N:10]=[C:4]2[CH:3]=1.[C:24]1(B(O)O)[CH:29]=[CH:28][CH:27]=[CH:26][CH:25]=1>>[CH3:23][C:20]1[N:19]=[C:18]([N:15]2[CH2:16][CH2:17][CH:12]([NH:11][C:9]3[N:10]=[C:4]4[CH:3]=[C:2]([C:24]5[CH:29]=[CH:28][CH:27]=[CH:26][CH:25]=5)[CH:7]=[CH:6][N:5]4[N:8]=3)[CH2:13][CH2:14]2)[S:22][N:21]=1. Reported procedure: Prepared in analogy to example 66c from (7-bromo-[1,2,4]triazolo[1,5-a]pyridin-2-yl)-[1-(3-methyl-[1,2,4]thiadiazol-5-yl)-piperidin-4-yl]-amine and phenyl boronic acid. The title compound was obtained as off-white foam. Reactants: NC1=C(C(=O)OC)C=C(C(=C1)OCC)OCC (methyl 2-amino-4,5-diethoxybenzoate), P(=O)(Cl)(Cl)Cl (phosphorous oxychloride), CN(C)C=O (DMF), [OH-].[Na+] (sodium hydroxide). Solvent: C(Cl)Cl (methylene chloride). Conditions: temperature 55 celsius. Yields the product CN(C)C=NC1=C(C(=O)OC)C=C(C(=C1)OCC)OCC (Methyl 2-(dimethylaminomethyleneamino)-4,5-diethoxybenzoate). RXN SMILES: [NH2:1][C:2]1[CH:11]=[C:10]([O:12][CH2:13][CH3:14])[C:9]([O:15][CH2:16][CH3:17])=[CH:8][C:3]=1[C:4]([O:6][CH3:7])=[O:5].P(Cl)(Cl)(Cl)=O.[OH-].[Na+].[CH3:25][N:26]([CH:28]=O)[CH3:27]>C(Cl)Cl>[CH3:25][N:26]([CH:28]=[N:1][C:2]1[CH:11]=[C:10]([O:12][CH2:13][CH3:14])[C:9]([O:15][CH2:16][CH3:17])=[CH:8][C:3]=1[C:4]([O:6][CH3:7])=[O:5])[CH3:27] |f:2.3|. Procedure: To a stirred solution of methyl 2-amino-4,5-diethoxybenzoate (4.79 g, 20 mmol) in 20 ml of DMF at 0° C. was added phosphorous oxychloride (2.24 ml, 24 mmol) during 15 m. The mixture was warmed to 55° C. and stirred for 45 m. The resulting solution was diluted with methylene chloride, cooled to 0° C., and treated with 80 ml of precooled N/1 sodium hydroxide during 5 m. The organic layer was separated and washed at 0° C. with with water. The solution was dried and concentrated to give an amber oil...